Dataset: the Open Reaction Database (ORD), a public repository of structured organic reaction records. Task: describe an organic reaction: reactants, conditions, products, and yield Reactants: OC1=C(C(=NC2=C(C=CC=C12)C(F)(F)F)[C@H](CC)NC(OC(C)(C)C)=O)C(=O)NC=1SC=CN1 (1,1-dimethylethyl N-[(S) 1-[4-hydroxy-3-[(2-thiazolyl-amino)-carbonyl]-8-(trifluoromethyl]-quinolin-2-yl]-propyl]-carbamate), C(Cl)Cl (methylene chloride), FC(C(=O)O)(F)F (trifluoroacetic acid), C(Cl)Cl (methylene chloride), FC(C(=O)O)(F)F (trifluoroacetic acid), C([O-])(O)=O.[Na+] (sodium bicarbonate). Solvent: C(C)#N (acetonitrile), O (water). Conditions: time 2 hour. Yields the product N[C@@H](CC)C1=NC2=C(C=CC=C2C(=C1C(=O)NC=1SC=CN1)O)C(F)(F)F (2-[(S) 1-aminopropyl]-4-hydroxy-N-(2-thiazolyl)-8-trifluoromethyl-3-quinoline-carboxamide). Yield: 62.6%. RXN SMILES: [OH:1][C:2]1[C:11]2[C:6](=[C:7]([C:12]([F:15])([F:14])[F:13])[CH:8]=[CH:9][CH:10]=2)[N:5]=[C:4]([C@@H:16]([NH:19]C(=O)OC(C)(C)C)[CH2:17][CH3:18])[C:3]=1[C:27]([NH:29][C:30]1[S:31][CH:32]=[CH:33][N:34]=1)=[O:28].C(Cl)Cl.FC(F)(F)C(O)=O.C(=O)(O)[O-].[Na+]>O.C(#N)C>[NH2:19][C@H:16]([C:4]1[C:3]([C:27]([NH:29][C:30]2[S:31][CH:32]=[CH:33][N:34]=2)=[O:28])=[C:2]([OH:1])[C:11]2[C:6](=[C:7]([C:12]([F:13])([F:15])[F:14])[CH:8]=[CH:9][CH:10]=2)[N:5]=1)[CH2:17][CH3:18] |f:3.4|. Procedure: A mixture of 6.5 g of the product of Example 7, 130 ml of methylene chloride and 65 ml of trifluoroacetic acid was stirred for 2 hours at ambient temperature and then the methylene chloride and trifluoroacetic acid were eliminated under reduced pressure. The residue was taken up in iced water and the pH was adjusted to 7 with a solution of sodium bicarbonate. The mixture was filtered and the product was washed and dried under reduced pressure at 100° C. The product obtained was dissolved at refl... Starting materials: NC1=C(N=C2N1C(=CC=C2)C(=O)OCC)C (3-amino-5-ethoxycarbonyl-2-methyl-imidazo[1,2-a]pyridine), [H-].[Na+] (sodium hydride), ice water. Run in CN(C)C=O (DMF), CN(C)C=O (DMF). Conditions: time 30 minute. Yields the product CC=1N=C2C=CC=C3N2C1NC3=O (3,4-Dihydro-2-methyl-1,3,7b-triazacyclopent[cd]inden-4-one). Isolated yield 27.1%. Reaction SMILES: [H-].[Na+].[NH2:3][C:4]1[N:8]2[C:9]([C:13](OCC)=[O:14])=[CH:10][CH:11]=[CH:12][C:7]2=[N:6][C:5]=1[CH3:18]>CN(C=O)C>[CH3:18][C:5]1[N:6]=[C:7]2[N:8]3[C:4]=1[NH:3][C:13](=[O:14])[C:9]3=[CH:10][CH:11]=[CH:12]2 |f:0.1|. Procedure details: To a suspension of 610 mg (15.3 mmol) of 60% sodium hydride (dispersion in oil) in 5 ml of DMF was added, while stirring at room temperature, a solution of 1.67 g (7.62 mmol) of 3-amino-5-ethoxycarbonyl-2-methyl-imidazo[1,2-a]pyridine in 5 ml of DMF. The mixture was stirred for 10 minutes, then for 30 minutes at 100° C. After cooling, the reaction mixture was poured into ice-water, and washed with chloroform. To the aqueous layer was added 6N-HCl to adjust the pH to 5-6. The resulting precipitat... Starting materials: FC(COC1=C(C=C(C=C1)C(F)(F)F)C=1C=2N(C=CC1)N=C(N2)NC2=CC=C(C=C2)C2CCNCC2)F ({8-[2-(2,2-difluoro-ethoxy)-5-trifluoromethyl-phenyl]-[1,2,4]-triazolo[1,5-a]pyridin-2-yl}-(4-piperidin-4-yl-phenyl)-amine), ClCC(=O)N(C)C (2-chloro-N,N-dimethyl-acetamide). Product: FC(COC1=C(C=C(C=C1)C(F)(F)F)C=1C=2N(C=CC1)N=C(N2)NC2=CC=C(C=C2)C2CCN(CC2)CC(=O)N(C)C)F (2-[4-(4-{8-[2-(2,2-Difluoro-ethoxy)-5-trifluoromethyl-phenyl]-[1,2,4]-triazolo[1,5-a]pyridin-2-ylamino}-phenyl)-piperidin-1-yl]-N,N-dimethyl-acetamide), product. Yield: 26.0%. RXN SMILES: [F:1][CH:2]([F:37])[CH2:3][O:4][C:5]1[CH:10]=[CH:9][C:8]([C:11]([F:14])([F:13])[F:12])=[CH:7][C:6]=1[C:15]1[C:16]2[N:17]([N:21]=[C:22]([NH:24][C:25]3[CH:30]=[CH:29][C:28]([CH:31]4[CH2:36][CH2:35][NH:34][CH2:33][CH2:32]4)=[CH:27][CH:26]=3)[N:23]=2)[CH:18]=[CH:19][CH:20]=1.Cl[CH2:39][C:40]([N:42]([CH3:44])[CH3:43])=[O:41]>>[F:37][CH:2]([F:1])[CH2:3][O:4][C:5]1[CH:10]=[CH:9][C:8]([C:11]([F:12])([F:13])[F:14])=[CH:7][C:6]=1[C:15]1[C:16]2[N:17]([N:21]=[C:22]([NH:24][C:25]3[CH:30]=[CH:29][C:28]([CH:31]4[CH2:32][CH2:33][N:34]([CH2:39][C:40]([N:42]([CH3:44])[CH3:43])=[O:41])[CH2:35][CH2:36]4)=[CH:27][CH:26]=3)[N:23]=2)[CH:18]=[CH:19][CH:20]=1. Procedure: 2-[4-(4-{8-[2-(2,2-Difluoro-ethoxy)-5-trifluoromethyl-phenyl]-[1,2,4]-triazolo[1,5-a]pyridin-2-ylamino}-phenyl)-piperidin-1-yl]-N,N-dimethyl-acetamide was prepared from {8-[2-(2,2-difluoro-ethoxy)-5-trifluoromethyl-phenyl]-[1,2,4]-triazolo[1,5-a]pyridin-2-yl}-(4-piperidin-4-yl-phenyl)-amine (0.067 g, 0.130 mmol) and 2-chloro-N,N-dimethyl-acetamide (0.020 mL, 0.190 mmol) in a manner analogous to Example 313 to give product (0.020 g, 26%). MP=98-101° C. 1H NMR (400 MHz, (D3C)2SO, δ, ppm): 9.54 (s,... Reactants: O=C=Nc1ccccc1Br, Cc1cccc(N2CCC(N)C2)c1. The product is Cc1cccc(N2CCC(NC(=O)Nc3ccccc3Br)C2)c1. Reaction SMILES: [Br:14][c:15]1[c:16]([N:21]=[C:22]=[O:23])[cH:17][cH:18][cH:19][cH:20]1.[CH3:1][c:2]1[cH:3][c:4]([N:8]2[CH2:9][CH:10]([NH2:13])[CH2:11][CH2:12]2)[cH:5][cH:6][cH:7]1>>[CH3:1][c:2]1[cH:3][c:4]([N:8]2[CH2:9][CH:10]([NH:13][C:22]([NH:21][c:16]3[c:15]([Br:14])[cH:20][cH:19][cH:18][cH:17]3)=[O:23])[CH2:11][CH2:12]2)[cH:5][cH:6][cH:7]1. The yield is 79.0%. Conditions: temperature 24 celsius, time 6 hour. Starting materials: ClCCCCC1=CC2=CC(=C(C=C2C=C1)OC)OC (2-(4-chloro-butyl)-6,7-dimethoxynaphthalene), C(Cl)Cl (methylene chloride), S(=O)(=O)(Cl)Cl (sulfuryl chloride), C(Cl)Cl (methylene chloride). Product: ClC1=C(C(=C(C2=CC(=CC=C12)CCCCCl)Cl)OC)OC (1,4-dichloro-6-(4-Chlorobutyl)-2,3-dimethoxynaphthalene). Procedure: To a stirred solution of 3.0 g (0.011 mole) of 2-(4-chloro-butyl)-6,7-dimethoxynaphthalene in 25 mL of methylene chloride cooled in an ice bath was added 1.8 mL (0.023 mole) of sulfuryl chloride in 10 mL of methylene chloride over 15 minutes. The reaction mixture was stirred at 3° C. for 30 minutes, at 24° C. for 6 hours and then was washed with sodium bicarbonate solution, dried and concentrated under reduced pressure. Purification by HPLC using 2.5% ethyl acetate-hexane gave 3.32 g (79% yield)... Reaction SMILES: [Cl:1][CH2:2][CH2:3][CH2:4][CH2:5][C:6]1[CH:15]=[CH:14][C:13]2[C:8](=C[C:10]([O:18][CH3:19])=[C:11]([O:16][CH3:17])[CH:12]=2)[CH:7]=1.S(Cl)([Cl:23])(=O)=O.[CH2:25]([Cl:27])Cl>>[Cl:23][C:12]1[C:13]2[C:8](=[CH:7][C:6]([CH2:5][CH2:4][CH2:3][CH2:2][Cl:1])=[CH:15][CH:14]=2)[C:25]([Cl:27])=[C:10]([O:18][CH3:19])[C:11]=1[O:16][CH3:17].